Dataset: the Open Reaction Database (ORD), a public repository of structured organic reaction records. Task: describe an organic reaction: reactants, conditions, products, and yield The reactants are C(C)OC(=O)C=1C=NC2=C(C=CC=C2C1NC1CCCC1)OC (4-cyclopentylamino-8-methoxy-quinoline-3-carboxylic acid ethyl ester), COC1=C(C=CC(=C1)OC)N=C=O (2,4-dimethoxyphenyl isocyanate). The product is C1(CCCC1)N1C(N(C(C=2C=NC=3C(=CC=CC3C21)OC)=O)C2=C(C=C(C=C2)OC)OC)=O (1-Cyclopentyl-3-(2,4-dimethoxy-phenyl)-7-methoxy-1H-pyrimido[5,4-c]quinoline-2,4-dione). Isolated yield 55.9%. Reaction SMILES: C(O[C:4]([C:6]1[CH:7]=[N:8][C:9]2[C:14]([C:15]=1[NH:16][CH:17]1[CH2:21][CH2:20][CH2:19][CH2:18]1)=[CH:13][CH:12]=[CH:11][C:10]=2[O:22][CH3:23])=[O:5])C.[CH3:24][O:25][C:26]1[CH:31]=[C:30]([O:32][CH3:33])[CH:29]=[CH:28][C:27]=1[N:34]=[C:35]=[O:36]>>[CH:17]1([N:16]2[C:15]3[C:14]4[CH:13]=[CH:12][CH:11]=[C:10]([O:22][CH3:23])[C:9]=4[N:8]=[CH:7][C:6]=3[C:4](=[O:5])[N:34]([C:27]3[CH:28]=[CH:29][C:30]([O:32][CH3:33])=[CH:31][C:26]=3[O:25][CH3:24])[C:35]2=[O:36])[CH2:18][CH2:19][CH2:20][CH2:21]1. Procedure details: 1-Cyclopentyl-3-(2,4-dimethoxy-phenyl)-7-methoxy-1H-pyrimido[5,4-c]quinoline-2,4-dione (25 mg) was prepared from 4-cyclopentylamino-8-methoxy-quinoline-3-carboxylic acid ethyl ester (0.10 mmol) and 2,4-dimethoxyphenyl isocyanate (0.4 mmol) following general procedure C. LCMS: m/z 448 [M+1]+. The reactants are C(C)(C)(C)OC(=O)N1CC(CCC1)C(NC1=C(C=CC=C1)F)=O (3-(2-fluorophenylcarbamoyl)piperidine-1-carboxylic acid tert-butyl ester), B.C1CCOC1 (BH3-THF). Run in C1CCOC1 (THF). Product: C(C)(C)(C)OC(=O)N1CC(CCC1)CNC1=C(C=CC=C1)F (3-[(2-Fluorophenylamino)methyl]piperidin-1-carboxylic acid tert-butyl ester). The yield is 89.9%. As a reaction SMILES: [C:1]([O:5][C:6]([N:8]1[CH2:13][CH2:12][CH2:11][CH:10]([C:14](=O)[NH:15][C:16]2[CH:21]=[CH:20][CH:19]=[CH:18][C:17]=2[F:22])[CH2:9]1)=[O:7])([CH3:4])([CH3:3])[CH3:2].B.C1COCC1>C1COCC1>[C:1]([O:5][C:6]([N:8]1[CH2:13][CH2:12][CH2:11][CH:10]([CH2:14][NH:15][C:16]2[CH:21]=[CH:20][CH:19]=[CH:18][C:17]=2[F:22])[CH2:9]1)=[O:7])([CH3:4])([CH3:2])[CH3:3] |f:1.2|. Reported procedure: To a solution of 3-(2-fluorophenylcarbamoyl)piperidine-1-carboxylic acid tert-butyl ester (2) (1.13 g, 3.5 mmol) in THF (4 ml) at 0° C. was added BH3-THF solution (1.0 M, 3.5 ml) slowly. The mixture was refluxed for 2 hrs. The reaction was quenched by slow addition of MeOH at 0° C. The solvent was removed by evaporation. The residue was purified by column chromatography (silica gel, hexane/ethyl acetate, 85:15) to give 3-[(2-Fluorophenylamino)methyl]piperidin-1-carboxylic acid tert-butyl ester (...